This data is from the Open Reaction Database (ORD), a public repository of structured organic reaction records. The task is: describe an organic reaction: reactants, conditions, products, and yield Reactants: CC=1N=CNC1CSCCCN (3-[(4-methyl-1H-imidazol-5-yl)methylthio]propylamine), CSC(=C[N+](=O)[O-])SC (1,1-bis(methylthio)-2-nitroethylene), [N+](=O)([O-])C=C(NCCCSCC1=C(N=CN1)C)SC (1-nitro-2-methylthio-2-{3-[(4-methyl-1H-imidazol-5-yl)methylthio]propylamino}ethylene), C(C#C)N (propargylamine). The product is [N+](=O)([O-])C=C(NCC(C)SCC1=C(N=CN1)C)NCC#C (1-Nitro-2-(2-propynylamino)-2-{2-[(4-methyl-1H-imidazol-5-yl)methylthio]propylamino}ethylene). As a reaction SMILES: [CH3:1][C:2]1[N:3]=[CH:4][NH:5][C:6]=1[CH2:7][S:8][CH2:9][CH2:10]CN.CSC(SC)=[CH:16][N+:17]([O-])=O.[N+:22]([CH:25]=[C:26](SC)[NH:27][CH2:28][CH2:29][CH2:30]SCC1NC=NC=1C)([O-:24])=[O:23].C(N)C#C>>[N+:22]([CH:25]=[C:26]([NH:27][CH2:28][C:29]#[CH:30])[NH:17][CH2:16][CH:9]([S:8][CH2:7][C:6]1[NH:5][CH:4]=[N:3][C:2]=1[CH3:1])[CH3:10])([O-:24])=[O:23]. Procedure: When 3-[(4-methyl-1H-imidazol-5-yl)methylthio]propylamine [prepared according to the procedure described in Belgian Pat. No. 804,144] is reacted with 1,1-bis(methylthio)-2-nitroethylene according to the procedure of Example 6, Step A, and the resultant 1-nitro-2-methylthio-2-{3-[(4-methyl-1H-imidazol-5-yl)methylthio]propylamino}ethylene is treated with propargylamine by the procedure of Example 6, Step B, the title compound is produced. The reactants are COC=1C=C2C(=C3N(C2=CC1)CCCCC3)C=O (2-methoxy-7,8,9,10-tetrahydro-6H-azepino[1,2-a]indole-11-carboxaldehyde), C(C)(=O)[O-].[NH4+] (ammonium acetate), [N+](=O)([O-])CC (nitroethane). Product: COC=1C=C2C(=C3N(C2=CC1)CCCCC3)C=C(C)[N+](=O)[O-] (1-(2-Methoxy-7,8,9,10-tetrahydro-6H-azepino[1,2-a]indol 11-yl)-2-nitro-1-propene). RXN SMILES: [CH3:1][O:2][C:3]1[CH:4]=[C:5]2[C:9](=[CH:10][CH:11]=1)[N:8]1[CH2:12][CH2:13][CH2:14][CH2:15][CH2:16][C:7]1=[C:6]2[CH:17]=O.C([O-])(=O)C.[NH4+].[N+:24]([CH2:27][CH3:28])([O-:26])=[O:25]>>[CH3:1][O:2][C:3]1[CH:4]=[C:5]2[C:9](=[CH:10][CH:11]=1)[N:8]1[CH2:12][CH2:13][CH2:14][CH2:15][CH2:16][C:7]1=[C:6]2[CH:17]=[C:27]([N+:24]([O-:26])=[O:25])[CH3:28] |f:1.2|. Procedure: A stirred solution of 2-methoxy-7,8,9,10-tetrahydro-6H-azepino[1,2-a]indole-11-carboxaldehyde and ammonium acetate in nitroethane is heated to 100° C. for 1 h, cooled to room temperature and partitioned between ethyl acetate and water. The combined organic extracts are washed (water, brine), dried (sodium sulfate) and concentrated in vacuo to give the product. Starting materials: ice water, C(C)OC=1C=C(C=CC1)C(C)=O (3′-ethoxyacetophenone), [Cl-].[Al+3].[Cl-].[Cl-] (aluminum chloride), BrBr (bromine). The solvent is CCOCC (ether). Reaction conditions: time 15 minute. Yields the product BrCC(=O)C1=CC(=CC=C1)OCC (2-bromo-3′-ethoxyacetophenone). Reaction SMILES: [CH2:1]([O:3][C:4]1[CH:5]=[C:6]([C:10](=[O:12])[CH3:11])[CH:7]=[CH:8][CH:9]=1)[CH3:2].[Cl-].[Al+3].[Cl-].[Cl-].[Br:17]Br>CCOCC>[Br:17][CH2:11][C:10]([C:6]1[CH:7]=[CH:8][CH:9]=[C:4]([O:3][CH2:1][CH3:2])[CH:5]=1)=[O:12] |f:1.2.3.4|. Procedure: While a mixture of 3′-ethoxyacetophenone (37 g, 0.225 mol), aluminum chloride (0.27 g, 2 m mol) and ether (100 ml) was stirred under cooling with ice, bromine (11.5 ml, 0.225 m mol) was added dropwise thereto over a period of 15 minutes. After this mixture was further stirred for 10 minutes, ice water (500 ml) was added thereto and this mixture was extracted with ether (2×100 ml). After the extract was washed with water and dried, the solvent was distilled off under reduced pressure. The resulti...